Task: describe an organic reaction: reactants, conditions, products, and yield. Dataset: the Open Reaction Database (ORD), a public repository of structured organic reaction records Starting materials: ClC1=NC(=CC(=C1)N)Cl (2,6-dichloropyridin-4-amine), C[O-].[Na+].CO (NaOMe MeOH). The solvent is O (H2O). The product is ClC1=NC(=CC(=C1)N)OC (2-Chloro-6-methoxypyridin-4-amine). The yield is 81.2%. As a reaction SMILES: [Cl:1][C:2]1[CH:7]=[C:6]([NH2:8])[CH:5]=[C:4](Cl)[N:3]=1.[CH3:10][O-:11].[Na+].CO>O>[Cl:1][C:2]1[CH:7]=[C:6]([NH2:8])[CH:5]=[C:4]([O:11][CH3:10])[N:3]=1 |f:1.2.3|. Reported procedure: A solution of 2,6-dichloropyridin-4-amine 41.6.A (available from Aldrich) (3.10 g, 19.0 mmol) in 20% NaOMe/MeOH (15 mL) was refluxed for 72 hr. The reaction mixture was diluted with H2O (40 mL) and extracted with 30% iPrOH/CHCl3 (3×30 mL). The combined organic layers were washed with water (2×20 mL), brine (15 mL) and dried over MgSO4. After removal of organic solvents under reduced pressure, purification of the residue by flash chromatography on silica gel using 0-10% MeOH/CH2Cl2 for elution ga... Starting materials: ( 4 ), C(C)(=O)O[C@H]1[C@@H](O[C@@H]([C@H]([C@@H]1OC(C)=O)OC(C)=O)COC(C)=O)C1=CC(=C(C2=CC=CC=C12)F)CC=1SC(=CC1)Br (1-(2,3,4,6-tetra-O-acetyl-β-D-glucopyranosyl)-3-(5-bromo-2-thienylmethyl)-4-fluoronaphthalene), C(#N)C=1C=C(C=CC1)B(O)O (3-cyanophenylboronic acid). Yields the product [C@@H]1([C@H](O)[C@@H](O)[C@H](O)[C@H](O1)CO)C1=CC(=C(C2=CC=CC=C12)F)CC=1SC(=CC1)C1=CC(=CC=C1)C#N (1-(β-D-glucopyranosyl)-3-(5-(3-cyanophenyl)-2-thienylmethyl)-4-fluoronaphthalene). As a reaction SMILES: C([O:4][C@@H:5]1[C@@H:10]([O:11]C(=O)C)[C@H:9]([O:15]C(=O)C)[C@@H:8]([CH2:19][O:20]C(=O)C)[O:7][C@H:6]1[C:24]1[C:33]2[C:28](=[CH:29][CH:30]=[CH:31][CH:32]=2)[C:27]([F:34])=[C:26]([CH2:35][C:36]2[S:37][C:38](Br)=[CH:39][CH:40]=2)[CH:25]=1)(=O)C.[C:42]([C:44]1[CH:45]=[C:46](B(O)O)[CH:47]=[CH:48][CH:49]=1)#[N:43]>>[C@@H:6]1([C:24]2[C:33]3[C:28](=[CH:29][CH:30]=[CH:31][CH:32]=3)[C:27]([F:34])=[C:26]([CH2:35][C:36]3[S:37][C:38]([C:48]4[CH:47]=[CH:46][CH:45]=[C:44]([C:42]#[N:43])[CH:49]=4)=[CH:39][CH:40]=3)[CH:25]=2)[O:7][C@H:8]([CH2:19][OH:20])[C@@H:9]([OH:15])[C@H:10]([OH:11])[C@H:5]1[OH:4]. Procedure details: The 1-(β-D-glucopyranosyl)-3-(5-chloro-2-thienylmethyl)-4-fluoronaphthalene obtained in Example 137 was treated in a manner similar to Example 106-(1) to give 1-(2,3,4,6-tetra-O-acetyl-β-D-glucopyranosyl)-3-(5-chloro-2-thienylmethyl)-4-fluoronaphthalene. APCI-Mass m/Z 624/626 (M+NH4). (2) The above 1-(2,3,4,6-tetra-O-acetyl-β-D-glucopyranosyl)-3-(5-chloro-2-thienylmethyl)-4-fluoronaphthalene was treated in a manner similar to Example 158-(1) to give 1-(2,3,4,6-tetra-O-acetyl-β-D-glucopyranosyl)-... Starting materials: CC1=C(SC(=C1)N1C(N(CC1)CCOC1=CC=CC=C1)=O)C(=O)O (3-methyl-5-(2-oxo-3-(2-phenoxyethyl)imidazolidin-1-yl)thiophene-2-carboxylic acid), FC1=CC=C(CN2C(N(CC2)C2=CC(=C(S2)C(=O)O)C)=O)C=C1 (5-(3-(4-fluorobenzyl)-2-oxoimidazolidin-1-yl)-3-methylthiophene-2-carboxylic acid), CC1=CC=C(S1)CN ((5-methylthiophen-2-yl)methanamine). Yields the product FC1=CC=C(CN2C(N(CC2)C2=CC(=C(S2)C(=O)NCC=2SC(=CC2)C)C)=O)C=C1 (5-(3-(4-fluorobenzyl)-2-oxoimidazolidin-1-yl)-3-methyl-N-((5-methylthiophen-2-yl)methyl)thiophene-2-carboxamide). Isolated yield 41.0%. Reaction SMILES: CC1C=C(N2CCN(CCOC3C=CC=CC=3)C2=O)SC=1C(O)=O.[F:25][C:26]1[CH:47]=[CH:46][C:29]([CH2:30][N:31]2[CH2:35][CH2:34][N:33]([C:36]3[S:40][C:39]([C:41](O)=[O:42])=[C:38]([CH3:44])[CH:37]=3)[C:32]2=[O:45])=[CH:28][CH:27]=1.[CH3:48][C:49]1[S:53][C:52]([CH2:54][NH2:55])=[CH:51][CH:50]=1>>[F:25][C:26]1[CH:27]=[CH:28][C:29]([CH2:30][N:31]2[CH2:35][CH2:34][N:33]([C:36]3[S:40][C:39]([C:41]([NH:55][CH2:54][C:52]4[S:53][C:49]([CH3:48])=[CH:50][CH:51]=4)=[O:42])=[C:38]([CH3:44])[CH:37]=3)[C:32]2=[O:45])=[CH:46][CH:47]=1. Procedure details: Following the procedures as described in Example 55, making variations as required to replace 3-methyl-5-(2-oxo-3-(2-phenoxyethyl)imidazolidin-1-yl)thiophene-2-carboxylic acid with 5-(3-(4-fluorobenzyl)-2-oxoimidazolidin-1-yl)-3-methylthiophene-2-carboxylic acid to react with (5-methylthiophen-2-yl)methanamine, the title compound was obtained as a colorless solid in 41% yield: 1H NMR (300 MHz, CDCl3) δ 7.30-7.23 (m, 2H), 7.07-6.98 (m, 2H), 6.78 (d, J=3.2 Hz, 1H), 6.58 (d, J=3.2 Hz, 1 H), 6.09 (s... Reactants: ClC(=O)OC1C2CC3CC(CC1C3)C2 (2-adamantyl chloroformate), amino acid, CO (methanol), NC(C(=O)O)C(C)C1=CNC2=CC=CC=C12 (2-amino-3-(3-indolyl)butanoic acid), C(O)([O-])=O.[Na+] (sodium hydrogen carbonate). Solvent: O1CCOCC1 (dioxan), ClCCl (dichloromethane), O1CCOCC1 (dioxan), [OH-].[Na+] (sodium hydroxide). The product is C12C(C3CC(CC(C1)C3)C2)OC(=O)NC(C(=O)O)C(C)C2=CNC3=CC=CC=C23 (2-(2-Adamantyloxycarbonyl)amino-3-(3-indolyl)butanoic acid). Isolated yield 62.8%. RXN SMILES: [NH2:1][CH:2]([CH:6]([C:8]1[C:16]2[C:11](=[CH:12][CH:13]=[CH:14][CH:15]=2)[NH:10][CH:9]=1)[CH3:7])[C:3]([OH:5])=[O:4].C(=O)([O-])O.[Na+].Cl[C:23]([O:25][CH:26]1[CH:33]2[CH2:34][CH:29]3[CH2:30][CH:31]([CH2:35][CH:27]1[CH2:28]3)[CH2:32]2)=[O:24].CO>[OH-].[Na+].O1CCOCC1.ClCCl>[CH:33]12[CH2:34][CH:29]3[CH2:30][CH:31]([CH2:35][CH:27]([CH2:28]3)[CH:26]1[O:25][C:23]([NH:1][CH:2]([CH:6]([C:8]1[C:16]3[C:11](=[CH:12][CH:13]=[CH:14][CH:15]=3)[NH:10][CH:9]=1)[CH3:7])[C:3]([OH:5])=[O:4])=[O:24])[CH2:32]2 |f:1.2,5.6|. Procedure details: Percent amino acid (75) (449 mg, 2.29 mmol) in 1N sodium hydroxide (2.29 mL) was added to sodium hydrogen carbonate (211 mg, 2.5 mmol). This mixture was cooled to 0° C. (ice bath), dioxan. (2.29 mL) was added, followed by dropwise addition with stirring of a solution of the chloroformate (76) (742 mg, 34.46 mmol) in dioxan (2.29 mL). When all the amino acid had gone (TLC SiO2 :4% methanol in dichloromethane), the dioxan was removed in vacuo and the residue partitioned between 10% citric acid and... The reactants are Cl (hydrochloric acid), C(C)OC(C(C(=O)OCC)CC1=CC=CC=C1)=O (benzylmalonic acid diethyl ester), C(C=C)(=O)OC(C)(C)C (t-butyl acrylate), C1CCC2=NCCCN2CC1 (DBU). The solvent is C(C)#N (acetonitrile). Conditions: time 6 hour. The product is C1(=CC=CC=C1)CC(CCC(=O)OC(C)(C)C)(C(=O)OCC)C(=O)OCC (4-t-butyl 2,2-diethyl 1-phenyl-2,2,4-butanetricarboxylate). The yield is 97.8%. RXN SMILES: [CH2:1]([O:3][C:4](=[O:18])[CH:5]([CH2:11][C:12]1[CH:17]=[CH:16][CH:15]=[CH:14][CH:13]=1)[C:6]([O:8][CH2:9][CH3:10])=[O:7])[CH3:2].[C:19]([O:23][C:24]([CH3:27])([CH3:26])[CH3:25])(=[O:22])[CH:20]=[CH2:21].C1CCN2C(=NCCC2)CC1.Cl>C(#N)C>[C:12]1([CH2:11][C:5]([C:4]([O:3][CH2:1][CH3:2])=[O:18])([C:6]([O:8][CH2:9][CH3:10])=[O:7])[CH2:21][CH2:20][C:19]([O:23][C:24]([CH3:27])([CH3:26])[CH3:25])=[O:22])[CH:13]=[CH:14][CH:15]=[CH:16][CH:17]=1. Procedure details: 2.5 g (10 mmol) of benzylmalonic acid diethyl ester and 1.45 ml (10 mmol) of t-butyl acrylate in 5 ml of acetonitrile were treated with 1.49 ml of DBU and stirred at room temperature for 6 hours. Thereafter, the mixture was poured into dilute hydrochloric acid (pH 2), extracted with ether, the organic phase was washed with a small amount of water, dried over sodium sulfate and the solvent was removed under reduced pressure. There were obtained 3.7 g (97%) of 4-t-butyl 2,2-diethyl 1-phenyl-2,2,4-...